Task: describe an organic reaction: reactants, conditions, products, and yield. Dataset: the Open Reaction Database (ORD), a public repository of structured organic reaction records Starting materials: Brc1cccc(I)c1, C#CCO, CCN(C(C)C)C(C)C, ClC(Cl)Cl, [Cu]I, C1CCOC1, O=C(C=Cc1ccccc1)C=Cc1ccccc1, O=C(C=Cc1ccccc1)C=Cc1ccccc1, O=C(C=Cc1ccccc1)C=Cc1ccccc1, [Pd], [Pd], c1ccc(P(c2ccccc2)c2ccccc2)cc1. Product: OCC#Cc1cccc(Br)c1. Reaction SMILES: [Br:1][c:2]1[cH:3][c:4]([I:8])[cH:5][cH:6][cH:7]1.[CH2:28]([C:29]#[CH:30])[OH:31].[CH:32]([N:33]([CH:34]([CH3:35])[CH3:36])[CH2:37][CH3:38])([CH3:39])[CH3:40].[CH:99]([Cl:100])([Cl:101])[Cl:102].[Cu:41][I:42].[O:103]1[CH2:104][CH2:105][CH2:106][CH2:107]1.[O:45]=[C:46]([CH:47]=[CH:48][c:49]1[cH:50][cH:51][cH:52][cH:53][cH:54]1)[CH:55]=[CH:56][c:57]1[cH:58][cH:59][cH:60][cH:61][cH:62]1.[O:63]=[C:64]([CH:65]=[CH:66][c:67]1[cH:68][cH:69][cH:70][cH:71][cH:72]1)[CH:73]=[CH:74][c:75]1[cH:76][cH:77][cH:78][cH:79][cH:80]1.[O:81]=[C:82]([CH:83]=[CH:84][c:85]1[cH:86][cH:87][cH:88][cH:89][cH:90]1)[CH:91]=[CH:92][c:93]1[cH:94][cH:95][cH:96][cH:97][cH:98]1.[Pd:43].[Pd:44].[c:9]1([P:10]([c:11]2[cH:12][cH:13][cH:14][cH:15][cH:16]2)[c:17]2[cH:18][cH:19][cH:20][cH:21][cH:22]2)[cH:23][cH:24][cH:25][cH:26][cH:27]1>>[Br:1][c:2]1[cH:3][c:4]([C:30]#[C:29][CH2:28][OH:31])[cH:5][cH:6][cH:7]1. Starting materials: NC1CCNCC1 (4-aminopiperidine), C(C)(=O)OC(C)=O (acetic anhydride). The solvent is C(C)OCC (diethyl ether), C(C)OCC (diethyl ether). Reaction conditions: time 1 hour. The product is C(C)(=O)[O-].C(C)(=O)NC1CC[NH2+]CC1 (4-Acetylamino-piperidinium acetate). Yield: 714.5%. Reaction SMILES: [NH2:1][CH:2]1[CH2:7][CH2:6][NH:5][CH2:4][CH2:3]1.[C:8]([O:11][C:12](=[O:14])[CH3:13])(=[O:10])[CH3:9]>C(OCC)C>[C:8]([O-:11])(=[O:10])[CH3:9].[C:12]([NH:1][CH:2]1[CH2:7][CH2:6][NH2+:5][CH2:4][CH2:3]1)(=[O:14])[CH3:13] |f:3.4|. Procedure details: To a solution of 4-aminopiperidine (524 μL, 5.00 mmol) in diethyl ether (20 mL) was added a solution of acetic anhydride (567 μL, 0.600 mmol)) in diethyl ether (20 mL) over 10 minutes and the resulting mixture was stirred for 1 h at RT. The solid was collected on a Buchner funnel, washed with diethyl ether (50 mL), and dried under vacuo to give 867 mg (86%) of the title compound as a white solid. 1H-NMR (400 MHz, CDCl3): δ 7.82 (d, 1H, J=10.5 Hz), 4.20-4.16 (m, 1H), 3.78-3.71 (m, 2H), 3.45 (br s... Starting materials: CN1CCOCC1 (N-methyl morpholine), FC=1C=C(C=C(C1)F)N1C(C(=CC=C1)N)N (N1-(3,5-difluorophenyl)-pyridine-2,3-diamine), N([C@@H](C)C(=O)O)C(=O)OC(C)(C)C (Boc-L-Ala-OH), ClC(=O)OCC(C)C (isobutyl chloroformate). The solvent is O (water), C(Cl)Cl (DCM), C(Cl)Cl (DCM). Conditions: time 30 minute. The product is C(C)(C)(C)OC(N[C@H](C(=O)NC=1C(=NC=CC1)NC1=CC(=CC(=C1)F)F)C)=O ((S)-tert-butyl-1-(2-(3,5-difluorophenylamino)pyridine-3-ylamino)-1-oxopropan-2-ylcarbamate). Reaction SMILES: [NH:1]([C:7]([O:9][C:10]([CH3:13])([CH3:12])[CH3:11])=[O:8])[C@H:2]([C:4]([OH:6])=O)[CH3:3].ClC(OCC(C)C)=O.CN1CCOCC1.[F:29][C:30]1[CH:31]=[C:32]([N:37]2[CH:42]=[CH:41][CH:40]=[C:39]([NH2:43])[CH:38]2[NH2:44])[CH:33]=[C:34]([F:36])[CH:35]=1>C(Cl)Cl.O>[C:10]([O:9][C:7](=[O:8])[NH:1][C@@H:2]([CH3:3])[C:4]([NH:43][C:39]1[C:38]([NH:37][C:32]2[CH:33]=[C:34]([F:36])[CH:35]=[C:30]([F:29])[CH:31]=2)=[N:44][CH:42]=[CH:41][CH:40]=1)=[O:6])([CH3:13])([CH3:12])[CH3:11]. Procedure: Boc-L-Ala-OH (2.05 g, 10.8 mmol) and isobutyl chloroformate (1.4 g, 10.8 mmol) were dissolved in DCM (20 mL) and N-methyl morpholine (1.14 g, 11.3 mmol) was added to at −10° C. and stirred for 30 min. To the mixture was added N1-(3,5-difluorophenyl)-pyridine-2,3-diamine (1.2 g, 5.42 mmol) dissolved in DCM (10 mL). The reaction mixture was stirred at −10° C. for 30 min and then at rt overnight. After completion of the reaction, water (100 mL) was added and the organic layer was extracted with DCM... Starting materials: N1(N=CC=C1)C1=CC=C(C=C1)CN1C=C2C(C=3C=CC=CC13)=NNC2=O (5-{[4-(1H-Pyrazol-1-yl)phenyl]methyl}-2,5-dihydro-3H-pyrazolo[4,3-c]quinolin-3-one), C([O-])(O)=O.[Na+] (sodium bicarbonate), [H-].[Na+] (sodium hydride), BrCC1=CC=C(C=C1)N1N=CC=C1 (1-[4-(Bromomethyl)phenyl]-1H-pyrazole). The solvent is CN(C=O)C (N,N-dimethylformamide). Conditions: temperature 0 celsius, time 10 minute. Product: N1(N=CC=C1)C1=CC=C(C=C1)CN1N=C2C(=CN(C=3C=CC=CC23)CC2=CC=C(C=C2)N2N=CC=C2)C1=O (2,5-Bis{[4-(1H-pyrazol-1-yl)phenyl]methyl}-2,5-dihydro-3H-pyrazolo[4,3-c]quinolin-3-one). Reaction SMILES: [N:1]1([C:6]2[CH:11]=[CH:10][C:9]([CH2:12][N:13]3[C:22]4[CH:21]=[CH:20][CH:19]=[CH:18][C:17]=4[C:16]4=[N:23][NH:24][C:25](=[O:26])[C:15]4=[CH:14]3)=[CH:8][CH:7]=2)[CH:5]=[CH:4][CH:3]=[N:2]1.[H-].[Na+].Br[CH2:30][C:31]1[CH:36]=[CH:35][C:34]([N:37]2[CH:41]=[CH:40][CH:39]=[N:38]2)=[CH:33][CH:32]=1.C(=O)(O)[O-].[Na+]>CN(C)C=O>[N:37]1([C:34]2[CH:35]=[CH:36][C:31]([CH2:30][N:24]3[C:25](=[O:26])[C:15]4=[CH:14][N:13]([CH2:12][C:9]5[CH:10]=[CH:11][C:6]([N:1]6[CH:5]=[CH:4][CH:3]=[N:2]6)=[CH:7][CH:8]=5)[C:22]5[CH:21]=[CH:20][CH:19]=[CH:18][C:17]=5[C:16]4=[N:23]3)=[CH:32][CH:33]=2)[CH:41]=[CH:40][CH:39]=[N:38]1 |f:1.2,4.5|. Procedure details: 5-{[4-(1H-Pyrazol-1-yl)phenyl]methyl}-2,5-dihydro-3H-pyrazolo[4,3-c]quinolin-3-one (Example 406, 71 mg, 0.21 mmol) was suspended in degassed N,N-dimethylformamide (3 mL), cooled to 0° C. and sodium hydride (17 mg, 0.42 mmol, 2 equiv, 60% dispersion in mineral oil) was added. After stirring for 10 minutes at 0° C., the mixture was warmed to ambient temperature and stirred for 45 minutes. 1-[4-(Bromomethyl)phenyl]-1H-pyrazole (74 mg, 0.31 mmol, 1.5 equiv) was added, the mixture as stirred for 2 ho... Procedure: A solution of TFA/CH2Cl2 (0.49 mL/3.5 mL) was added to a solution of 4-(4-amino-5-{3-[3-(3,5-dichloro-phenyl)-ureido]-benzoyl}-pyrrolo[2,3-d]pyrimidin-7-yl)-piperidine-1-carboxylic acid tert-butyl ester (0.2 g, 0.32 mmol) in CH2Cl2 (1 mL) at 0 C. The reaction mixture was warmed to room temperature, stirred for 12 h, and concentrated in vacuo. The crude reaction mixture was quenched with H2O (5 mL) and Na2CO3 (5 mL) and extracted with CH2Cl2 (4×5 mL). The combined organic extracts were dried (MgS... Product: NC=1C2=C(N=CN1)N(C=C2C(=O)C=2C=C(C=CC2)NC(=O)NC2=CC(=CC(=C2)Cl)Cl)C2CCNCC2 (1-[3-(4-Amino-7-piperidin-4-yl-7H-pyrrolo[23-d]pyrimidine-5-carbonyl)-phenyl]-3-(3,5-dichloro-phenyl)-urea). The yield is 95.3%. Solvent: C(Cl)Cl (CH2Cl2). Conditions: time 12 hour. The reactants are C(=O)(C(F)(F)F)O.C(Cl)Cl (TFA CH2Cl2), C(C)(C)(C)OC(=O)N1CCC(CC1)N1C=C(C2=C1N=CN=C2N)C(C2=CC(=CC=C2)NC(=O)NC2=CC(=CC(=C2)Cl)Cl)=O (4-(4-amino-5-{3-[3-(3,5-dichloro-phenyl)-ureido]-benzoyl}-pyrrolo[2,3-d]pyrimidin-7-yl)-piperidine-1-carboxylic acid tert-butyl ester). RXN SMILES: C(O)(C(F)(F)F)=O.C(Cl)Cl.C(OC([N:18]1[CH2:23][CH2:22][CH:21]([N:24]2[C:28]3[N:29]=[CH:30][N:31]=[C:32]([NH2:33])[C:27]=3[C:26]([C:34](=[O:53])[C:35]3[CH:40]=[CH:39][CH:38]=[C:37]([NH:41][C:42]([NH:44][C:45]4[CH:50]=[C:49]([Cl:51])[CH:48]=[C:47]([Cl:52])[CH:46]=4)=[O:43])[CH:36]=3)=[CH:25]2)[CH2:20][CH2:19]1)=O)(C)(C)C>C(Cl)Cl>[NH2:33][C:32]1[C:27]2[C:26]([C:34]([C:35]3[CH:36]=[C:37]([NH:41][C:42]([NH:44][C:45]4[CH:50]=[C:49]([Cl:51])[CH:48]=[C:47]([Cl:52])[CH:46]=4)=[O:43])[CH:38]=[CH:39][CH:40]=3)=[O:53])=[CH:25][N:24]([CH:21]3[CH2:20][CH2:19][NH:18][CH2:23][CH2:22]3)[C:28]=2[N:29]=[CH:30][N:31]=1 |f:0.1|. The reactants are O=C(Cl)c1ccc(F)c(F)c1, CN1CCC(C(=O)c2cccc(N)c2)CC1. The product is CN1CCC(C(=O)c2cccc(NC(=O)c3ccc(F)c(F)c3)c2)CC1. Reaction SMILES: [F:17][c:18]1[cH:19][c:20]([C:21](=[O:22])[Cl:23])[cH:24][cH:25][c:26]1[F:27].[NH2:1][c:2]1[cH:3][c:4]([C:5](=[O:6])[CH:7]2[CH2:8][CH2:9][N:10]([CH3:13])[CH2:11][CH2:12]2)[cH:14][cH:15][cH:16]1>>[NH:1]([c:2]1[cH:3][c:4]([C:5](=[O:6])[CH:7]2[CH2:8][CH2:9][N:10]([CH3:13])[CH2:11][CH2:12]2)[cH:14][cH:15][cH:16]1)[C:21]([c:20]1[cH:19][c:18]([F:17])[c:26]([F:27])[cH:25][cH:24]1)=[O:22]. The reactants are Cl (Hydrogen chloride), CO[C@@H](C#N)C ((R)-2-methoxy-propionitrile), C(C)O (ethanol). Yields the product Cl.C(C)OC([C@@H](C)OC)=N ((R)-2-Methoxy-propionimidic acid ethyl ester hydrochloride). The yield is 100.0%. RXN SMILES: [ClH:1].[CH3:2][O:3][C@H:4]([CH3:7])[C:5]#[N:6].[CH2:8]([OH:10])[CH3:9]>>[ClH:1].[CH2:8]([O:10][C:5](=[NH:6])[C@H:4]([O:3][CH3:2])[CH3:7])[CH3:9] |f:3.4|. Procedure details: Hydrogen chloride gas was passed into an icecold solution of (R)-2-methoxy-propionitrile (prepared according to the method of Example 1, Step A, 9.91 g, 116.5 mmol) in anhydrous ethanol (100 mL) until the solution was saturated with the gas. The reaction was stored in a refrigerator over night. The excess ethanol was removed under vacuum to obtain the title compound of Example 1, Step B as a deliquescent solid (19.5 g, 100% yield); [α]D+46.4 (c=1, methanol); 1H NMR (CDCl3, 300 MHz) δ1.4 (d, 3H),... Starting materials: CN(S(=O)(=O)C1=CC2=C(SC3=C(C(C2)=O)C=CC=C3)C=C1)C (10,11-dihydro-2-dimethylsulphamoyl-dibenzo[b,f]-thiepin-10-one), [BH4-].[Na+] (sodium borohydride). Conditions: temperature 40 celsius, time 4 hour. Reaction SMILES: [CH3:1][N:2]([CH3:22])[S:3]([C:6]1[CH:21]=[CH:20][C:9]2[S:10][C:11]3[CH:19]=[CH:18][CH:17]=[CH:16][C:12]=3[C:13](=[O:15])[CH2:14][C:8]=2[CH:7]=1)(=[O:5])=[O:4].[BH4-].[Na+]>O1CCOCC1.O>[CH3:1][N:2]([CH3:22])[S:3]([C:6]1[CH:21]=[CH:20][C:9]2[S:10][C:11]3[CH:19]=[CH:18][CH:17]=[CH:16][C:12]=3[CH:13]([OH:15])[CH2:14][C:8]=2[CH:7]=1)(=[O:5])=[O:4] |f:1.2|. Product: CN(S(=O)(=O)C1=CC2=C(SC3=C(C(C2)O)C=CC=C3)C=C1)C (10,11-dihydro-2-dimethylsulphamoyl-dibenzo[b,f]-thiepin-10-ol). Run in O1CCOCC1 (dioxane), O (water). Procedure details: 14 g of 10,11-dihydro-2-dimethylsulphamoyl-dibenzo[b,f]-thiepin-10-one in 200 ml of dioxane are treated with 3.5 g of sodium borohydride in 15 ml of water and the mixture is stirred at 40° C for 4 hours. The mixture is evaporated under reduced pressure and the residue taken up in ethyl acetate and water. The organic phase is washed with water, dried and evaporated. 10,11-dihydro-2-dimethylsulphamoyl-dibenzo[b,f]-thiepin-10-ol is obtained. The reactants are C5, C(C(=C)C)(=O)OCC (ethyl methacrylate), C(C(=C)C)(=O)OCCOC(C(=C)C)=O (ethylene glycol dimethacrylate), CCCCCCCCCCCCOS(=O)(=O)[O-].[Na+] (SDS), S(=O)(=O)([O-])OOS(=O)(=O)[O-].[Na+].[Na+] (sodium persulfate). As a reaction SMILES: CCCCCCCCCCCCOS([O-])(=O)=O.[Na+].S(OOS([O-])(=O)=O)([O-])(=O)=O.[Na+].[Na+].[C:31]([O:36][CH2:37][CH3:38])(=[O:35])[C:32]([CH3:34])=[CH2:33].[C:39]([O:44][CH2:45][CH2:46][O:47][C:48](=[O:52])[C:49]([CH3:51])=[CH2:50])(=[O:43])[C:40]([CH3:42])=[CH2:41]>>[C:31]([O:36][CH2:37][CH3:38])(=[O:35])[C:32]([CH3:34])=[CH2:33].[C:39]([O:44][CH2:45][CH2:46][O:47][C:48](=[O:52])[C:49]([CH3:51])=[CH2:50])(=[O:43])[C:40]([CH3:42])=[CH2:41] |f:0.1,2.3.4,7.8|. Procedure details: Same as C5 except that monomer emulsion was composed of 5 g of SDS, 1 g of sodium persulfate, 180 g of ethyl methacrylate, and 20 g of ethylene glycol dimethacrylate. Tg was 74° C., average particle size was 33 nm and % solids was 20.4%. The product is C(C(=C)C)(=O)OCC.C(C(=C)C)(=O)OCCOC(C(=C)C)=O (Ethyl Methacrylate Ethylene Glycol Dimethacrylate). The reactants are Cl (HCl), C(C)(C)(C)OC(NC1=C(C2=C(S1)C=CC=C2)C)=O (tert-Butyl-3-methylbenzo[b]thiophen-2-ylcarbamate). The solvent is O1CCOCC1 (dioxane). Run at temperature 22 celsius, time 18 hour. Product: Cl.CC=1C2=C(SC1N)C=CC=C2 (3-Methylbenzo[b]thiophen-2-amine hydrochloride). RXN SMILES: [ClH:1].C(OC(=O)[NH:8][C:9]1[S:13][C:12]2[CH:14]=[CH:15][CH:16]=[CH:17][C:11]=2[C:10]=1[CH3:18])(C)(C)C>O1CCOCC1>[ClH:1].[CH3:18][C:10]1[C:11]2[CH:17]=[CH:16][CH:15]=[CH:14][C:12]=2[S:13][C:9]=1[NH2:8] |f:3.4|. Procedure details: A 5-L 3-neck flask equipped with an overhead mechanical stirrer, N2 inlet/outlet adapter, and thermocouple was charged with 4M HCl in dioxane (3.1 L), compound 306-B (265 g, 1.0 mol) and stirred for 18 h at 22° C. The white precipitate was collected by filtration, washed with diethyl ether (3×500 mL), and dried under house vacuum at 40° C. for 48 h to afford 174 g of compound 757-A as a white solid. 1H-NMR (DMSO-d6): δ 8.7 (br s, 3H), 7.71 (d, 1H), 7.44 (d, 1H), 7.29 (t, 1H), 7.14 (t, 1H), 2.184...